This data is from the Open Reaction Database (ORD), a public repository of structured organic reaction records. The task is: describe an organic reaction: reactants, conditions, products, and yield The reactants are [Br-], CC[Mg+], C1CCOC1, COc1cc(Nc2nc3n(n2)CCC(=O)CC3c2ccc(F)cc2)ccc1-n1cnc(Cl)c1, [Cu]I, O=C(O)C(F)(F)F, O=C(O)C(F)(F)F. Yields the product CCC1(O)CCn2nc(Nc3ccc(-n4cnc(Cl)c4)c(OC)c3)nc2C(c2ccc(F)cc2)C1. As a reaction SMILES: [Br-:1].[CH2:2]([CH3:3])[Mg+:4].[CH2:52]1[O:53][CH2:54][CH2:55][CH2:56]1.[Cl:12][c:13]1[n:14][cH:15][n:16](-[c:18]2[c:19]([O:43][CH3:44])[cH:20][c:21]([NH:24][c:25]3[n:26][n:27]4[c:28]([n:42]3)[CH:29]([c:35]3[cH:36][cH:37][c:38]([F:41])[cH:39][cH:40]3)[CH2:30][C:31](=[O:34])[CH2:32][CH2:33]4)[cH:22][cH:23]2)[cH:17]1.[Cu:57][I:58].[F:45][C:46]([F:47])([F:48])[C:49]([OH:50])=[O:51].[F:5][C:6]([F:7])([F:8])[C:9]([OH:10])=[O:11]>>[CH2:2]([CH3:3])[C:31]1([OH:34])[CH2:30][CH:29]([c:35]2[cH:36][cH:37][c:38]([F:41])[cH:39][cH:40]2)[c:28]2[n:27]([n:26][c:25]([NH:24][c:21]3[cH:20][c:19]([O:43][CH3:44])[c:18](-[n:16]4[cH:15][n:14][c:13]([Cl:12])[cH:17]4)[cH:23][cH:22]3)[n:42]2)[CH2:33][CH2:32]1.